Dataset: the Open Reaction Database (ORD), a public repository of structured organic reaction records. Task: describe an organic reaction: reactants, conditions, products, and yield The reactants are C(C)(=O)C=1C(=C(C(=C(C1)Cl)C)C1=CC(=C(C=C1)C(=O)N)F)OC (3′-acetyl-5′-chloro-3-fluoro-2′-methoxy-6′-methylbiphenyl-4-carboxamide), C(C)(=O)[O-].[NH4+] (ammonium acetate), C(#N)[BH3-].[Na+] (sodium cyanoborohydride). Solvent: CO (methanol), C(C)#N (acetonitrile). Reaction conditions: temperature 65 celsius. Product: NC(C)C=1C(=C(C(=C(C1)Cl)C)C1=CC(=C(C=C1)C(=O)N)F)OC (3′-(1-Aminoethyl)-5′-chloro-3-fluoro-2′-methoxy-6′-methylbiphenyl-4-carboxamide). RXN SMILES: [C:1]([C:4]1[C:5]([O:22][CH3:23])=[C:6]([C:12]2[CH:17]=[CH:16][C:15]([C:18]([NH2:20])=[O:19])=[C:14]([F:21])[CH:13]=2)[C:7]([CH3:11])=[C:8]([Cl:10])[CH:9]=1)(=O)[CH3:2].C([O-])(=O)C.[NH4+].C([BH3-])#[N:30].[Na+]>CO.C(#N)C>[NH2:30][CH:1]([C:4]1[C:5]([O:22][CH3:23])=[C:6]([C:12]2[CH:17]=[CH:16][C:15]([C:18]([NH2:20])=[O:19])=[C:14]([F:21])[CH:13]=2)[C:7]([CH3:11])=[C:8]([Cl:10])[CH:9]=1)[CH3:2] |f:1.2,3.4|. Reported procedure: A mixture of 3′-acetyl-5′-chloro-3-fluoro-2′-methoxy-6′-methylbiphenyl-4-carboxamide (25 mg, 0.074 mmol), ammonium acetate (57 mg, 0.74 mmol) and sodium cyanoborohydride (9 mg, 0.15 mmol) in methanol (0.3 mL) and acetonitrile (0.3 mL) was heated at 65° C. overnight in a sealed tube. The mixture was cooled to room temperature, quenched with saturated sodium bicarbonate and extracted with dichloromethane. The combined extracts were dried over magnesium sulfate, filtered and concentrated to dryness...